From a dataset of the Open Reaction Database (ORD), a public repository of structured organic reaction records. describe an organic reaction: reactants, conditions, products, and yield Reactants: CO (CH3OH), SC1=NN=C(C(N1N)=O)C1(CC1)CC (3-mercapto-4-amino-6-(1-ethylcyclopropyl)-1,2,4-triazin-5(4H)-one), O (H2O), CI (methyl iodide), O (H2O). Run in [OH-].[Na+] (NaOH). Conditions: time 3 hour. Product: CSC1=NN=C(C(N1N)=O)C1(CC1)CC (3-methylthio-4-amino-6-(1-ethylcyclopropyl)-1,2,4-triazin-5(4H)-one). Reaction SMILES: [SH:1][C:2]1[N:7]([NH2:8])[C:6](=[O:9])[C:5]([C:10]2([CH2:13][CH3:14])[CH2:12][CH2:11]2)=[N:4][N:3]=1.O.[CH3:16]I.CO>[OH-].[Na+]>[CH3:16][S:1][C:2]1[N:7]([NH2:8])[C:6](=[O:9])[C:5]([C:10]2([CH2:13][CH3:14])[CH2:12][CH2:11]2)=[N:4][N:3]=1 |f:4.5|. Procedure details: 6 g of 3-mercapto-4-amino-6-(1-ethylcyclopropyl)-1,2,4-triazin-5(4H)-one is dissolved in 14.2 ml of 2 N NaOH and 20 ml of H2O in the cold state. To the solution is added a solution consisting of 4.8 g of methyl iodide and 35 ml of CH3OH. The solution is stirred for 3 hours at room temperature; H2O is added and the solution is subsequently extracted 3 times with 50 ml of ethyl acetate each time. The organic phase is separated, dried, and evaporated to dryness. The residue (5.7 g) is recrystallize... Starting materials: O=C([O-])O, CC(C)C[AlH]CC(C)C, Cc1ccccc1, [Na+], CC12CCC3(C#N)c4ccc(O)cc4CCC3C1CC(O)C2. Product: CC12CCC3(C=O)c4ccc(O)cc4CCC3C1CC(O)C2. Reaction SMILES: [C:32]([O-:33])(=[O:34])[OH:35].[CH3:23][CH:24]([CH2:25][AlH:26][CH2:27][CH:28]([CH3:29])[CH3:30])[CH3:31].[CH3:37][c:38]1[cH:39][cH:40][cH:41][cH:42][cH:43]1.[Na+:36].[OH:1][c:2]1[cH:3][c:4]2[c:17]([cH:18][cH:19]1)[C:16]1([C:20]#[N:21])[CH:7]([CH2:6][CH2:5]2)[CH:8]2[CH2:9][CH:10]([OH:22])[CH2:11][C:12]2([CH3:13])[CH2:14][CH2:15]1>>[OH:1][c:2]1[cH:3][c:4]2[c:17]([cH:18][cH:19]1)[C:16]1([CH:20]=[O:33])[CH:7]([CH2:6][CH2:5]2)[CH:8]2[CH2:9][CH:10]([OH:22])[CH2:11][C:12]2([CH3:13])[CH2:14][CH2:15]1. Reactants: CO, [Cs+], [F-], C1CCOC1, O, CC(O)C1C(=O)NC1C#C[Si](C)(C)C. The product is C#CC1NC(=O)C1C(C)O. RXN SMILES: [CH3:22][OH:23].[Cs+:16].[F-:15].[O:17]1[CH2:18][CH2:19][CH2:20][CH2:21]1.[OH2:24].[OH:1][CH:2]([CH3:3])[CH:4]1[C:5](=[O:14])[NH:6][CH:7]1[C:8]#[C:9][Si:10]([CH3:11])([CH3:12])[CH3:13]>>[OH:1][CH:2]([CH3:3])[CH:4]1[C:5](=[O:14])[NH:6][CH:7]1[C:8]#[CH:9]. The reactants are C(C)(C)(C)OC(=O)NCC(=O)NC(C1=CC=CC=C1C)OC=1C=2N(C=CC1)C(=C(N2)C)CC#C (8-(2-t-butoxycarbonylamino-acetamido-6-methylbenzyloxy)-2-methyl-3-(2-propynyl)imidazo[1,2-a]pyridine), Cl (hydrogen chloride). The solvent is C(C)O (ethanol). Reaction conditions: time 3 hour. Product: NCC(=O)NC(C1=CC=CC=C1C)OC=1C=2N(C=CC1)C(=C(N2)C)CC#C (8-(2-aminoacetamido- 6-methylbenzyloxy)-2-methyl-3-(2-propynyl)imidazo[1,2-a]pyridine). The yield is 63.1%. As a reaction SMILES: C(OC([NH:8][CH2:9][C:10]([NH:12][CH:13]([O:21][C:22]1[C:23]2[N:24]([C:28]([CH2:32][C:33]#[CH:34])=[C:29]([CH3:31])[N:30]=2)[CH:25]=[CH:26][CH:27]=1)[C:14]1[C:19]([CH3:20])=[CH:18][CH:17]=[CH:16][CH:15]=1)=[O:11])=O)(C)(C)C.Cl>C(O)C>[NH2:8][CH2:9][C:10]([NH:12][CH:13]([O:21][C:22]1[C:23]2[N:24]([C:28]([CH2:32][C:33]#[CH:34])=[C:29]([CH3:31])[N:30]=2)[CH:25]=[CH:26][CH:27]=1)[C:14]1[C:19]([CH3:20])=[CH:18][CH:17]=[CH:16][CH:15]=1)=[O:11]. Procedure: To a solution of 8-(2-t-butoxycarbonylamino-acetamido-6-methylbenzyloxy)-2-methyl-3-(2-propynyl)imidazo[1,2-a]pyridine (435 mg) in ethanol (2 ml) was added 25% ethanolic hydrogen chloride (0.53 ml) with ice-cooling. After being stirred for 3 hours with ice-cooling, the solvent was evaporated under reduced pressure. To the residue was added a saturated aqueous solution of sodium hydogen carbonate and the aqueous layer was extracted with chloroform. The extract was washed with a water and dried ov... The reactants are CCOC(C)=O, [H][H], CCOc1cc(C(CC#N)N2C(=O)c3cccc([N+](=O)[O-])c3C2=O)ccc1OC. The product is CCOc1cc(C(CC#N)N2C(=O)c3cccc(N)c3C2=O)ccc1OC. RXN SMILES: [CH3:32][CH2:33][O:34][C:35](=[O:36])[CH3:37].[H:30][H:31].[N+:1]([O-:2])(=[O:3])[c:4]1[c:5]2[c:6]([cH:27][cH:28][cH:29]1)[C:7](=[O:8])[N:9]([CH:12]([CH2:13][C:14]#[N:15])[c:16]1[cH:17][c:18]([O:24][CH2:25][CH3:26])[c:19]([O:22][CH3:23])[cH:20][cH:21]1)[C:10]2=[O:11]>>[NH2:1][c:4]1[c:5]2[c:6]([cH:27][cH:28][cH:29]1)[C:7](=[O:8])[N:9]([CH:12]([CH2:13][C:14]#[N:15])[c:16]1[cH:17][c:18]([O:24][CH2:25][CH3:26])[c:19]([O:22][CH3:23])[cH:20][cH:21]1)[C:10]2=[O:11]. Starting materials: O=C([O-])[O-], CC(=O)OCc1sc2ccccc2c(=O)c1I, CO, [Cl-], [K+], [K+], [NH4+]. Product: O=c1c(I)c(CO)sc2ccccc12. As a reaction SMILES: [C:18](=[O:19])([O-:20])[O-:21].[C:1](=[O:2])([CH3:3])[O:4][CH2:5][c:6]1[s:7][c:8]2[cH:9][cH:10][cH:11][cH:12][c:13]2[c:14](=[O:17])[c:15]1[I:16].[CH3:26][OH:27].[Cl-:24].[K+:22].[K+:23].[NH4+:25]>>[OH:4][CH2:5][c:6]1[s:7][c:8]2[cH:9][cH:10][cH:11][cH:12][c:13]2[c:14](=[O:17])[c:15]1[I:16]. Starting materials: O=C([O-])[O-], CN(C)C=O, [K+], [K+], O, COC(=O)c1ccc(O)c(CC(C)C)c1, BrC(c1ccccc1)c1ccccc1. Yields the product COC(=O)c1ccc(OC(c2ccccc2)c2ccccc2)c(CC(C)C)c1. RXN SMILES: [C:30](=[O:31])([O-:32])[O-:33].[CH3:37][N:38]([CH3:39])[CH:40]=[O:41].[K+:34].[K+:35].[OH2:36].[OH:1][c:2]1[c:3]([CH2:12][CH:13]([CH3:14])[CH3:15])[cH:4][c:5]([C:6](=[O:7])[O:8][CH3:9])[cH:10][cH:11]1.[c:16]1([CH:22]([c:23]2[cH:24][cH:25][cH:26][cH:27][cH:28]2)[Br:29])[cH:17][cH:18][cH:19][cH:20][cH:21]1>>[O:1]([c:2]1[c:3]([CH2:12][CH:13]([CH3:14])[CH3:15])[cH:4][c:5]([C:6](=[O:7])[O:8][CH3:9])[cH:10][cH:11]1)[CH:22]([c:16]1[cH:17][cH:18][cH:19][cH:20][cH:21]1)[c:23]1[cH:24][cH:25][cH:26][cH:27][cH:28]1.